This data is from the Open Reaction Database (ORD), a public repository of structured organic reaction records. The task is: describe an organic reaction: reactants, conditions, products, and yield Starting materials: NC1=NC(=NC(=N1)Cl)C#N (2-amino-4-chloro-6-cyano-[1,3,5]triazine), NC1=NC(=NC(=N1)Cl)C#N (2-amino-4-chloro-6-cyano-[1,3,5]triazine), CS(=O)C (DMSO), C(C)(C)N(CC)C(C)C (diisopropylethylamine), CNC1=CC(=CC=C1)C (N-methyl-m-toluidine). The solvent is C(C)(=O)OCC (ethyl acetate). Product: C(#N)C1=NC(=NC(=N1)N)N(C1=CC(=CC=C1)C)C (4-Cyano-N-methyl-N-3-methylphenyl-[1,3,5]triazine-2,6-diamine). As a reaction SMILES: [NH2:1][C:2]1[N:7]=[C:6](Cl)[N:5]=[C:4]([C:9]#[N:10])[N:3]=1.CS(C)=O.C(N(C(C)C)CC)(C)C.[CH3:24][NH:25][C:26]1[CH:31]=[CH:30][CH:29]=[C:28]([CH3:32])[CH:27]=1>C(OCC)(=O)C>[C:9]([C:4]1[N:3]=[C:2]([NH2:1])[N:7]=[C:6]([N:25]([CH3:24])[C:26]2[CH:31]=[CH:30][CH:29]=[C:28]([CH3:32])[CH:27]=2)[N:5]=1)#[N:10]. Procedure: To 2-amino-4-chloro-6-cyano-[1,3,5]triazine (Prepared in an analogous way to Intermediate 3, 46 mg, 296 μmol) was added 1 mL anhydrous DMSO, diisopropylethylamine (77 μL, 444 μmol) and N-methyl-m-toluidine (40 mg, 326 μmol). The mixture was heated at 90 C for 2 h, allowed to cool and diluted with 10 mL ethyl acetate. The mixture was then extracted with water (10 mL), 0.5 M HCl (3×10 mL), water (10 mL) and saturated brine (10 mL). The organic layer was dried further over anhydrous sodium sulfate ... RXN SMILES: [OH:1][C:2]1[CH:7]=[CH:6][C:5]([CH2:8][CH2:9][C:10]([O:12][CH3:13])=[O:11])=[CH:4][CH:3]=1.[CH2:14]([N:26]([CH2:28][CH2:29][CH2:30]O)[CH3:27])[CH2:15][CH2:16][CH2:17][CH2:18][CH2:19][CH2:20][CH2:21][CH2:22][CH2:23][CH2:24][CH3:25]>>[CH2:14]([N:26]([CH2:28][CH2:29][CH2:30][O:1][C:2]1[CH:3]=[CH:4][C:5]([CH2:8][CH2:9][C:10]([O:12][CH3:13])=[O:11])=[CH:6][CH:7]=1)[CH3:27])[CH2:15][CH2:16][CH2:17][CH2:18][CH2:19][CH2:20][CH2:21][CH2:22][CH2:23][CH2:24][CH3:25]. Product: C(CCCCCCCCCCC)N(C)CCCOC1=CC=C(C=C1)CCC(=O)OC (3-[4-[3-(N-dodecyl-N-methylamino)propoxy]phenyl]propanoic acid, methyl ester). Starting materials: OC1=CC=C(C=C1)CCC(=O)OC (Methyl 3-(4-hydroxyphenyl)propanoate), C(CCCCCCCCCCC)N(C)CCCO (3-(N-dodecyl-N-methylamino)propanol). Isolated yield 68.0%. Procedure: Methyl 3-(4-hydroxyphenyl)propanoate (1.0 g, 5.5 mmol) and 3-(N-dodecyl-N-methylamino)propanol (1.43 g, 5.5 mmol) were reacted as described in example 1 to give 1.57 g (43%) of title material as an oil. Reactants: BrBr (bromine), BrC1=C(C=C(C=C1)F)F (1-bromo-2,4-difluorobenzene), S([O-])(O)(=O)=O.[Na+] (sodium bisulfate). Reagents/catalysts: [Fe] (Iron). The solvent is ClCCCl (1,2-dichloroethane), ClCCCl (1,2-dichloroethane). Reaction conditions: time 18 hour. Yields the product BrC1=C(C=C(C(=C1)Br)F)F (1,5-Dibromo-2,4-difluorobenzene). Yield: 87.0%. Reaction SMILES: [Br:1][C:2]1[CH:7]=[CH:6][C:5]([F:8])=[CH:4][C:3]=1[F:9].[Br:10]Br.S(=O)(=O)(O)[O-].[Na+]>ClCCCl.[Fe]>[Br:1][C:2]1[CH:7]=[C:6]([Br:10])[C:5]([F:8])=[CH:4][C:3]=1[F:9] |f:2.3|. Procedure: Iron powder (16.49 g, 291 mmol) is added to 1-bromo-2,4-difluorobenzene (110 mL, 968 mmol) in 1,2-dichloroethane (968 mL) in a 3-neck flask at ambient temperature under a stream of nitrogen. A solution of bromine (59.7 mL, 1.16 mol) in 1,2-dichloroethane (968 mL) is added dropwise over 1 hour and the reaction mixture is stirred at ambient temperature for 18 h. The reaction mixture is cooled to 0° C. and a saturated aqueous solution of sodium bisulfate (1.11 L, 533 mmol) is added portionwise and ... The reactants are COC=1C=C(C=CC1)[Mg]Br (3-methoxy-phenyl magnesium bromide), O1CCOC12CCC(CC2)=NS(=O)C(C)(C)C (2-Methyl-propane-2-sulfinic acid (1,4-dioxa-spiro[4.5]dec-8-ylidene)-amide). Product: NC1(CCC(CC1)=O)C1=CC(=CC=C1)OC (4-Amino-4-(3-methoxy-phenyl)-cyclohexanone). As a reaction SMILES: [CH3:1][O:2][C:3]1[CH:4]=[C:5]([Mg]Br)[CH:6]=[CH:7][CH:8]=1.[O:11]1[C:15]2([CH2:20][CH2:19][C:18](=[N:21]S(C(C)(C)C)=O)[CH2:17][CH2:16]2)OCC1>>[NH2:21][C:18]1([C:5]2[CH:6]=[CH:7][CH:8]=[C:3]([O:2][CH3:1])[CH:4]=2)[CH2:19][CH2:20][C:15](=[O:11])[CH2:16][CH2:17]1. Procedure details: The title compound was prepared as a white solid from addition of 3-methoxy-phenyl magnesium bromide (Aldrich) to 2-methyl-propane-2-sulfinic acid (1,4-dioxa-spiro[4.5]dec-8-ylidene)-amide (as prepared in Example 84, Step A) followed by hydrolysis using the procedure described in Step B of Example 84. Reactants: C1(=CC=C(C=C1)CN(S(=O)(=O)C1=C(C(=CC(=C1)Cl)Cl)O)CC=1C=C(CNC(OC(C)(C)C)=O)C=CC1)C1=CC=CC=C1 (tert-butyl 3-((N-(biphenyl-4-ylmethyl)-3,5-dichloro-2-hydroxyphenylsulfonamido)methyl)benzylcarbamate), C(=O)(C(F)(F)F)O (TFA). The solvent is C(Cl)Cl (CH2Cl2). Reaction conditions: time 4 hour. The product is NCC=1C=C(CN(S(=O)(=O)C2=C(C(=CC(=C2)Cl)Cl)O)CC2=CC=C(C=C2)C2=CC=CC=C2)C=CC1 (N-(3-(Aminomethyl)benzyl)-N-(biphenyl-4-ylmethyl)-3,5-dichloro-2-hydroxybenzenesulfonamide). The yield is 98.9%. RXN SMILES: [C:1]1([C:37]2[CH:42]=[CH:41][CH:40]=[CH:39][CH:38]=2)[CH:6]=[CH:5][C:4]([CH2:7][N:8]([CH2:21][C:22]2[CH:23]=[C:24]([CH:34]=[CH:35][CH:36]=2)[CH2:25][NH:26]C(=O)OC(C)(C)C)[S:9]([C:12]2[CH:17]=[C:16]([Cl:18])[CH:15]=[C:14]([Cl:19])[C:13]=2[OH:20])(=[O:11])=[O:10])=[CH:3][CH:2]=1.C(O)(C(F)(F)F)=O>C(Cl)Cl>[NH2:26][CH2:25][C:24]1[CH:23]=[C:22]([CH:36]=[CH:35][CH:34]=1)[CH2:21][N:8]([CH2:7][C:4]1[CH:5]=[CH:6][C:1]([C:37]2[CH:38]=[CH:39][CH:40]=[CH:41][CH:42]=2)=[CH:2][CH:3]=1)[S:9]([C:12]1[CH:17]=[C:16]([Cl:18])[CH:15]=[C:14]([Cl:19])[C:13]=1[OH:20])(=[O:11])=[O:10]. Procedure details: To a solution of tert-butyl 3-((N-(biphenyl-4-ylmethyl)-3,5-dichloro-2-hydroxyphenylsulfonamido)methyl)benzylcarbamate (2.77 g, 4.41 mmol) in CH2Cl2 (15 mL) at rt was added TFA (6.8 mL, 88.0 mmol). The reaction mixture was stirred at rt for 4 h. It was concentrated and the residue was diluted with ethyl acetate and saturated aq NaHCO3 solution. The EtOAc layer was separated, washed with brine, dried over MgSO4 and concentrated in vacuo to give the product as a white solid (2.3 g, 96%). 1H NMR (D... Starting materials: CC(=O)c1cccc(C(C)=O)n1, Cc1cc(C)c(N)c(C)c1, Cc1ccccc1, Cc1ccc(S(=O)(=O)O)cc1. The product is CC(=O)c1cccc(C(C)=Nc2c(C)cc(C)cc2C)n1. As a reaction SMILES: [C:1]([CH3:2])(=[O:3])[c:4]1[n:5][c:6]([C:10]([CH3:11])=[O:12])[cH:7][cH:8][cH:9]1.[CH3:13][c:14]1[c:15]([NH2:16])[c:17]([CH3:22])[cH:18][c:19]([CH3:21])[cH:20]1.[CH3:34][c:35]1[cH:36][cH:37][cH:38][cH:39][cH:40]1.[c:23]1([CH3:24])[cH:25][cH:26][c:27]([S:28]([OH:29])(=[O:30])=[O:31])[cH:32][cH:33]1>>[C:1]([CH3:2])(=[O:3])[c:4]1[n:5][c:6]([C:10]([CH3:11])=[N:16][c:15]2[c:14]([CH3:13])[cH:20][c:19]([CH3:21])[cH:18][c:17]2[CH3:22])[cH:7][cH:8][cH:9]1.